This data is from the Open Reaction Database (ORD), a public repository of structured organic reaction records. The task is: describe an organic reaction: reactants, conditions, products, and yield Reactants: [H-].[Na+] (NaH), CS(=O)(=O)C1=NC2=C(N1)C=CC=C2 (2-(methylsulfonyl)-1H-benzimidazole), IC (iodomethane). Run in CN(C)C=O (DMF). Run at temperature 0 celsius, time 1 hour. Product: CS(=O)(=O)C1=NC2=C(N1C)C=CC=C2 (2-(Methylsulfonyl)-1-methyl-1H-benzimidazole). The yield is 88.9%. Reaction SMILES: [CH3:1][S:2]([C:5]1[NH:9][C:8]2[CH:10]=[CH:11][CH:12]=[CH:13][C:7]=2[N:6]=1)(=[O:4])=[O:3].[H-].[Na+].I[CH3:17]>CN(C=O)C>[CH3:1][S:2]([C:5]1[N:6]([CH3:17])[C:7]2[CH:13]=[CH:12][CH:11]=[CH:10][C:8]=2[N:9]=1)(=[O:3])=[O:4] |f:1.2|. Procedure details: To a cooled (0° C.), stirred solution of 2-(methylsulfonyl)-1H-benzimidazole (4.60 g, 0.023 mol) in DMF (25 mL) was added NaH (60% dispersion in mineral oil; 0.94 g, 0.023 mol) in several portions. After 1 hour, iodomethane (3.33 g, 0.023 mol) was added. The cooling bath was removed and stirring was continued for 18 hours. The mixture was recooled to 0° C., H2O (75 mL) was added, and the off-white precipitate was collected by filtration to give 4.30 g (88%) of product m.p. 131°-132° C.